From a dataset of the Open Reaction Database (ORD), a public repository of structured organic reaction records. describe an organic reaction: reactants, conditions, products, and yield Starting materials: 3, ClC1=CC=C(C=C1)C(CC)O ((4-chlorophenyl)propanol), C1(=CC=CC=C1)P(C1=CC=CC=C1)C1=CC=CC=C1 (triphenylphosphine), II (iodine). Reported procedure: To a solution of 1.55 g of 3 (4-chlorophenyl)propanol and 2.51 g of triphenylphosphine in 10 ml of N,N-dimethylformamide, there was gradually added dropwise at room temperature a solution of 2.42 g of iodine in 8 ml of N,N-dimethylformamide while confirming the consumption of iodine. When the color of the reaction mixture ceased to disappear any more, water was added to the reaction mixture, the excess iodine was reduced by addition of 5% aqueous sodium thiosulfate, and the mixture was extracted... Product: ClC1=CC=C(C=C1)CCCI (3-(4-chlorophenyl)propyl iodide). Solvent: CN(C=O)C (N,N-dimethylformamide), CN(C=O)C (N,N-dimethylformamide). Reaction SMILES: [Cl:1][C:2]1[CH:7]=[CH:6][C:5]([CH:8](O)[CH2:9][CH3:10])=[CH:4][CH:3]=1.C1(P(C2C=CC=CC=2)C2C=CC=CC=2)C=CC=CC=1.[I:31]I>CN(C)C=O>[Cl:1][C:2]1[CH:7]=[CH:6][C:5]([CH2:8][CH2:9][CH2:10][I:31])=[CH:4][CH:3]=1.